Dataset: the Open Reaction Database (ORD), a public repository of structured organic reaction records. Task: describe an organic reaction: reactants, conditions, products, and yield Reactants: FC(C1=CC(=C(C=C1)[C@H](C)N[S@](=O)C(C)(C)C)F)F ((R)—N—((S)-1-(4-(difluoromethyl)-2-fluorophenyl)ethyl)-2-methylpropane-2-sulfinamide), Cl (HCl), C(C)OCC (diethylether). Solvent: O1CCOCC1 (dioxane). Run at time 1 hour. Yields the product FC(C1=CC(=C(C=C1)[C@H](C)N)F)F ((S)-1-(4-(difluoromethyl)-2-fluorophenyl)ethanamine). Yield: 99.9%. RXN SMILES: [F:1][CH:2]([F:19])[C:3]1[CH:8]=[CH:7][C:6]([C@@H:9]([NH:11][S@@](C(C)(C)C)=O)[CH3:10])=[C:5]([F:18])[CH:4]=1.Cl.C(OCC)C>O1CCOCC1>[F:19][CH:2]([F:1])[C:3]1[CH:8]=[CH:7][C:6]([C@@H:9]([NH2:11])[CH3:10])=[C:5]([F:18])[CH:4]=1. Procedure details: To (R)—N—((S)-1-(4-(difluoromethyl)-2-fluorophenyl)ethyl)-2-methylpropane-2-sulfinamide (160 mg, 0.545 mmol) was added 4M HCl in dioxane (409 μL) to give a yellow solution. The resulting mixture was stirred at room temperature for ˜1 hour. To the mixture was added slowly diethylether (˜20 mL). The solids were filtered off, suspended in diethylether, filtered off and rinsed with diethylether, dried under reduced pressure providing (S)-1-(4-(difluoromethyl)-2-fluorophenyl)ethanamine (103 mg) as an... Starting materials: CC1CC(C)CC(O)C1, CC(=O)O, [Na+], [Na+], O=[Cr](=O)([O-])O[Cr](=O)(=O)[O-], O, O=S(=O)(O)O, c1ccccc1. Product: CC1CC(=O)CC(C)C1. RXN SMILES: [CH3:1][CH:2]1[CH2:3][CH:4]([OH:9])[CH2:5][CH:6]([CH3:8])[CH2:7]1.[CH3:32][C:33](=[O:34])[OH:35].[Na+:16].[Na+:17].[O-:18][Cr:19]([O:20][Cr:21](=[O:22])(=[O:23])[O-:24])(=[O:25])=[O:26].[OH2:36].[S:27](=[O:28])(=[O:29])([OH:30])[OH:31].[cH:10]1[cH:11][cH:12][cH:13][cH:14][cH:15]1>>[CH3:1][CH:2]1[CH2:3][C:4](=[O:9])[CH2:5][CH:6]([CH3:8])[CH2:7]1. The reactants are CC(C)Oc1cc(NN)c(F)cc1Br, O=C(C(Br)Br)C(F)(F)F, CC(=O)[O-], Cl, [Na+], O. Product: CC(C)Oc1cc(NN=CC(=O)C(F)(F)F)c(F)cc1Br. RXN SMILES: [Br:16][c:17]1[cH:18][c:19]([F:29])[c:20]([NH:27][NH2:28])[cH:21][c:22]1[O:23][CH:24]([CH3:25])[CH3:26].[Br:6][CH:7]([C:8](=[O:9])[C:10]([F:11])([F:12])[F:13])[Br:14].[CH3:2][C:3](=[O:4])[O-:5].[ClH:15].[Na+:1].[OH2:30]>>[CH:7]([C:8](=[O:9])[C:10]([F:11])([F:12])[F:13])=[N:28][NH:27][c:20]1[c:19]([F:29])[cH:18][c:17]([Br:16])[c:22]([O:23][CH:24]([CH3:25])[CH3:26])[cH:21]1. Starting materials: O (H2O), BrCCCO (3-bromopropanol), Cl[Si](C(C)C)(C(C)C)C(C)C (chlorotriisopropylsilane), N1C=NC=C1 (imidazole). The solvent is C(Cl)Cl (CH2Cl2). The product is OCCCOCC1CCNCC1 (4-(3-hydroxypropyloxymethyl)piperidine). RXN SMILES: Br[CH2:2][CH2:3][CH2:4][OH:5].Cl[Si](C(C)C)(C(C)C)[CH:8]([CH3:10])[CH3:9].N1[CH:21]=[CH:20][N:19]=[CH:18]1.[OH2:22]>C(Cl)Cl>[OH:22][CH2:2][CH2:3][CH2:4][O:5][CH2:9][CH:8]1[CH2:10][CH2:18][NH:19][CH2:20][CH2:21]1. Procedure: A solution of 5.0 g (36 mmol) of 3-bromopropanol, 1.04 g (54 mmol) of chlorotriisopropylsilane, and 7.1 g (104 mmol) of imidazole in 50 mL of CH2Cl2 was stirred for 3 d. To the reaction mixture was added 100 mL of H2O and the mixture was extracted with CH2Cl2. The combined organic layers were dried over MgSO4, filtered and the filtrate was concentrated. The residue was purified by chromatography (silica, hexanes:ethyl acetate=19:1) to give the title compound. Starting materials: S1C(=CC=C1)C=O (thiophene-2-carbaldehyde), C(#N)CC(=S)N (2-cyanothioacetamide), Al2O3. Run in CO (methanol). Reaction conditions: time 48 hour. The product is C(#N)C(C(N)=S)=CC=1SC=CC1 (2-cyano-3-thien-2-ylprop-2-enethioamide). The yield is 85.8%. As a reaction SMILES: [S:1]1[CH:5]=[CH:4][CH:3]=[C:2]1[CH:6]=O.[C:8]([CH2:10][C:11]([NH2:13])=[S:12])#[N:9]>CO>[C:8]([C:10](=[CH:6][C:2]1[S:1][CH:5]=[CH:4][CH:3]=1)[C:11](=[S:12])[NH2:13])#[N:9]. Reported procedure: To a solution of thiophene-2-carbaldehyde (20.0 g, 0.18 mol) and 2-cyanothioacetamide (17.8 g, 0.18 mol) in methanol (400 mL), was added neutral Al2O3 (106 g). The suspension was stirred at room temperature for 48 hrs, and then filtered. The solid was washed with methanol and the filtrates were combined and the solvent was then removed by evaporation to afford 2-cyano-3-thien-2-ylprop-2-enethioamide (30 g, 87%).